From a dataset of the Open Reaction Database (ORD), a public repository of structured organic reaction records. describe an organic reaction: reactants, conditions, products, and yield The reactants are CN(C)C=O (DMF), FC=1C=C(C=C(C1)F)CC(=O)O (3,5-Difluorophenylacetic acid), C(C(=O)Cl)(=O)Cl (oxalyl chloride). Run in ClCCl (dichloromethane). Run at temperature 0 celsius, time 3 hour. Product: FC=1C=C(C=C(C1)F)CC(=O)Cl (3,5-difluorophenylacetyl chloride). As a reaction SMILES: [F:1][C:2]1[CH:3]=[C:4]([CH2:9][C:10]([OH:12])=O)[CH:5]=[C:6]([F:8])[CH:7]=1.CN(C=O)C.C(Cl)(=O)C([Cl:21])=O>ClCCl>[F:1][C:2]1[CH:3]=[C:4]([CH2:9][C:10]([Cl:21])=[O:12])[CH:5]=[C:6]([F:8])[CH:7]=1. Reported procedure: 3,5-Difluorophenylacetic acid (30 g, 0.174 mol) (Aldrich) was dissolved in dichloromethane and this solution was cooled to 0° C. DMF (0.5 mL. catalytic) was added followed by the dropwise addition of oxalyl chloride (18 mL. 0.20 mol) over a 5 minute period. The reaction was stirred for 3 h and then rotoevaporated at reduced pressure to give an oil which was placed on a high vacuum pump for1 h to afford 3,5-difluorophenylacetyl chloride as a thin yellow oil. Other acid chlorides can be prepared i... Reactants: ClC1=NC(=CC(=N1)CN1C(C2=CC=CC=C2C1=O)=O)C1=CC=C(C=C1)C(F)(F)F (2-[2-chloro-6-(4-trifluoromethyl-phenyl)-pyrimidin-4-ylmethyl]-isoindole-1,3-dione), N1=CC(=CC=C1)B(O)O (3-pyridine boronic acid), [O-]P(=O)([O-])[O-].[K+].[K+].[K+] (K3PO4). The reagents and catalysts are C=1C=CC(=CC1)[P](C=2C=CC=CC2)(C=3C=CC=CC3)[Pd]([P](C=4C=CC=CC4)(C=5C=CC=CC5)C=6C=CC=CC6)([P](C=7C=CC=CC7)(C=8C=CC=CC8)C=9C=CC=CC9)[P](C=1C=CC=CC1)(C=1C=CC=CC1)C=1C=CC=CC1 (Pd(PPh3)4). Run in COCCOC (DME), O (H2O). Conditions: temperature 80 celsius. Yields the product N1=CC(=CC=C1)C1=NC(=CC(=N1)CN1C(C2=CC=CC=C2C1=O)=O)C1=CC=C(C=C1)C(F)(F)F (2-[2-Pyridin-3-yl-6-(4-trifluoromethyl-phenyl)-pyrimidin-4-ylmethyl]-isoindole-1,3-dione). The yield is 33.2%. RXN SMILES: Cl[C:2]1[N:7]=[C:6]([CH2:8][N:9]2[C:17](=[O:18])[C:16]3[C:11](=[CH:12][CH:13]=[CH:14][CH:15]=3)[C:10]2=[O:19])[CH:5]=[C:4]([C:20]2[CH:25]=[CH:24][C:23]([C:26]([F:29])([F:28])[F:27])=[CH:22][CH:21]=2)[N:3]=1.[N:30]1[CH:35]=[CH:34][CH:33]=[C:32](B(O)O)[CH:31]=1.[O-]P([O-])([O-])=O.[K+].[K+].[K+]>COCCOC.O.C1C=CC([P]([Pd]([P](C2C=CC=CC=2)(C2C=CC=CC=2)C2C=CC=CC=2)([P](C2C=CC=CC=2)(C2C=CC=CC=2)C2C=CC=CC=2)[P](C2C=CC=CC=2)(C2C=CC=CC=2)C2C=CC=CC=2)(C2C=CC=CC=2)C2C=CC=CC=2)=CC=1>[N:30]1[CH:35]=[CH:34][CH:33]=[C:32]([C:2]2[N:7]=[C:6]([CH2:8][N:9]3[C:17](=[O:18])[C:16]4[C:11](=[CH:12][CH:13]=[CH:14][CH:15]=4)[C:10]3=[O:19])[CH:5]=[C:4]([C:20]3[CH:25]=[CH:24][C:23]([C:26]([F:29])([F:28])[F:27])=[CH:22][CH:21]=3)[N:3]=2)[CH:31]=1 |f:2.3.4.5,^1:57,59,78,97|. Procedure: To a solution of 2-[2-chloro-6-(4-trifluoromethyl-phenyl)-pyrimidin-4-ylmethyl]-isoindole-1,3-dione (0.30 g, 0.72 mmol) in DME (4 mL) and H2O (1 mL) was added 3-pyridine boronic acid (0.09 g, 0.72), Pd(PPh3)4 (0.04 g, 0.04 mmol), and K3PO4 (0.21 g, 1.01 mmol) at rt. The resulting mixture was heated to 80° C. for 12 hours then allowed to cool to rt. At which time the mixture was partitioned between H2O (5 mL) and EtOAc (5 mL). The layers were separated and the aqueous layer was extracted with EtO... Reactants: ClC=1C=C(C=CC1OCC1CO1)C=1CCC(NN1)=O (6-[3-chloro-4-(2,3-epoxypropoxy)-phenyl]-4,5-dihydro-3(2H)-pyridazinone), C(C)(C)(C)N (t-butylamine). Yields the product Cl.C(C)(C)(C)NCC(COC1=C(C=C(C=C1)C=1CCC(NN1)=O)Cl)O (6-[4-(3-t-butylamino-2-hydroxypropoxy)-3-chlorophenyl]-4,5-dihydro-3(2H)-pyridazinone hydrochloride). As a reaction SMILES: [Cl:1][C:2]1[CH:3]=[C:4]([C:13]2[CH2:14][CH2:15][C:16](=[O:19])[NH:17][N:18]=2)[CH:5]=[CH:6][C:7]=1[O:8][CH2:9][CH:10]1[O:12][CH2:11]1.[C:20]([NH2:24])([CH3:23])([CH3:22])[CH3:21]>>[ClH:1].[C:20]([NH:24][CH2:11][CH:10]([OH:12])[CH2:9][O:8][C:7]1[CH:6]=[CH:5][C:4]([C:13]2[CH2:14][CH2:15][C:16](=[O:19])[NH:17][N:18]=2)=[CH:3][C:2]=1[Cl:1])([CH3:23])([CH3:22])[CH3:21] |f:2.3|. Procedure details: A stirred mixture of 6-[3-chloro-4-(2,3-epoxypropoxy)-phenyl]-4,5-dihydro-3(2H)-pyridazinone (2.91g, 0.01 mole) methanol (58 ml), and t-butylamine (6.6ml, 0.06 mole) was heated under reflux for 90 minutes. Evaporation of the solution under reduced pressure gave a glassy solid, 3.79g. The hydrochloride (m.p. 229°-238° C decomposition) was recrystallised from ethanol-ether to give pure 6-[4-(3-t-butylamino-2-hydroxypropoxy)-3-chlorophenyl]-4,5-dihydro-3(2H)-pyridazinone hydrochloride m.p. 234°-238... Starting materials: [N+](=O)(O)[O-] (nitric acid), [N+](=O)(O)[O-] (nitric acid), C(=O)(C(=O)OCC)NC1=CC=C(C#N)C=C1 (4-ethoxalylaminobenzonitril), C(C)(=O)OC(C)=O (acetic anhydride), ice water. The solvent is C(C)(=O)O (acetic acid), C(C)(=O)O (acetic acid). Conditions: time 1 hour. The product is C(=O)(C(=O)OCC)NC1=C(C=C(C#N)C=C1)[N+](=O)[O-] (4-ethoxalylamino-3-nitrobenzonitril). Yield: 81.0%. As a reaction SMILES: [C:1]([NH:8][C:9]1[CH:16]=[CH:15][C:12]([C:13]#[N:14])=[CH:11][CH:10]=1)([C:3]([O:5][CH2:6][CH3:7])=[O:4])=[O:2].C(OC(=O)C)(=O)C.[N+:24]([O-])([OH:26])=[O:25]>C(O)(=O)C>[C:1]([NH:8][C:9]1[CH:10]=[CH:11][C:12]([C:13]#[N:14])=[CH:15][C:16]=1[N+:24]([O-:26])=[O:25])([C:3]([O:5][CH2:6][CH3:7])=[O:4])=[O:2]. Procedure details: To a mixture of 1.0 g (4.0 mmol) 4-ethoxalylaminobenzonitril in 4 ml glacial acetic acid was added 4 ml acetic anhydride. At 0° C. a solution of 1 ml 100% nitric acid in 2 ml glacial acetic acid was added dropwise, and after 15 min. further 1 ml 100% nitric acid was added. Stirring was continued at 0° C. for 1 h. The reaction mixture was poured into 50 ml ice-water to give 0.95 g (81%) of 4-ethoxalylamino-3-nitrobenzonitril. M.p. 151.8° C. Reactants: C(C)(=O)OCC (ethyl acetate), O=C1NC2=C(OC1)C=CC(=C2)S(=O)(=O)Cl (3-oxo-3,4-dihydro-2H-benzo[b][1,4]oxazine-6-sulfonyl chloride), Cl (hydrogen chloride), [Sn] (tin). Solvent: O1CCOCC1 (1,4-dioxane). Yields the product SC1=CC2=C(OCC(N2)=O)C=C1 (6-mercapto-2H-benzo[b][1,4]oxazin-3(4H)-one). Yield: 16.1%. Reaction SMILES: [O:1]=[C:2]1[CH2:7][O:6][C:5]2[CH:8]=[CH:9][C:10]([S:12](Cl)(=O)=O)=[CH:11][C:4]=2[NH:3]1.Cl.[Sn].C(OCC)(=O)C>O1CCOCC1>[SH:12][C:10]1[CH:9]=[CH:8][C:5]2[O:6][CH2:7][C:2](=[O:1])[NH:3][C:4]=2[CH:11]=1 |^3:16|. Procedure: To a solution of 3-oxo-3,4-dihydro-2H-benzo[b][1,4]oxazine-6-sulfonyl chloride (5.8 g, 20.2 mmol), was added the hydrogen chloride in 1,4-dioxane (30 mL) followed by tin powder (12 g, 10.1 mmol). The resulting mixture was heated under reflux for 2 hours. After this time, the solvent of the reaction mixture was removed under vacuum to give the crude residue. The resulting residue was treated with ethyl acetate and washed with brine and water. The organic layer was separated, dried (Na2SO4) and co... Reactants: B(Br)(Br)Br (Boron tribromide), solution, ClCCl (dichloromethane), COC=1C=CC=C2N=C3CCCCC3=C(C12)N (8-Methoxy-1,2,3,4-tetrahydro-9-acridinamine), ClCCl (dichloromethane). Conditions: time 1 hour. The product is Cl.OC=1C=CC=C2N=C3CCCCC3=C(C12)N (8-Hydroxy-1,2,3,4-tetrahydro-9-acridinamine hydrochloride). Yield: 61.0%. As a reaction SMILES: C[O:2][C:3]1[CH:4]=[CH:5][CH:6]=[C:7]2[C:16]=1[C:15]([NH2:17])=[C:14]1[C:9]([CH2:10][CH2:11][CH2:12][CH2:13]1)=[N:8]2.B(Br)(Br)Br.[Cl:22]CCl>>[ClH:22].[OH:2][C:3]1[CH:4]=[CH:5][CH:6]=[C:7]2[C:16]=1[C:15]([NH2:17])=[C:14]1[C:9]([CH2:10][CH2:11][CH2:12][CH2:13]1)=[N:8]2 |f:3.4|. Procedure details: 8-Methoxy-1,2,3,4-tetrahydro-9-acridinamine (4.0 g) was dissolved in dichloromethane (76 ml). Boron tribromide in dichloromethane (15.0 ml of a 1.0M solution) was added, and the reaction mixture was stirred 1 hr and then concentrated under reduced pressure. The residue was dissolved in warm water (100 ml), concentrated hydrochloric acid (400 ml) was added and the solution was chilled overnight in the refrigerator. The salt was collected and recrystallized from methanol-ether to give 2.68 g (61%)...